From a dataset of the Open Reaction Database (ORD), a public repository of structured organic reaction records. describe an organic reaction: reactants, conditions, products, and yield Reactants: C[C@@]1(N(C[C@@H](C1)OC(=O)N1CC2=CC=CC(=C2C1)Br)C(=O)OC(C)(C)C)C(=O)[O-] (1-tert-butyl 2-methyl-(2S,4R)-4-{[(4-bromo-1,3-dihydro-2H-isoindol-2-yl)carbonyl]oxy}pyrrolidine-1,2-dicarboxylate), CC([C@H](NC(=O)OCCCC#C)C(=O)O)(C)C (3-methyl-N-[(pent-4-yn-1-yloxy)carbonyl]-L-valine), C(=O)(O)[O-].[Na+] (NaHCO3), CCOC(=O)C (EtOAc). The reagents and catalysts are [Cu](I)I (Copper iodide), C=1C=CC(=CC1)[P](C=2C=CC=CC2)(C=3C=CC=CC3)[Pd]([P](C=4C=CC=CC4)(C=5C=CC=CC5)C=6C=CC=CC6)([P](C=7C=CC=CC7)(C=8C=CC=CC8)C=9C=CC=CC9)[P](C=1C=CC=CC1)(C=1C=CC=CC1)C=1C=CC=CC1 (Pd(PPh3)4). The solvent is C1CCOC1 (THF), N1CCCC1 (pyrrolidine). Run at temperature 70 celsius. Yields the product C(C)(C)(C)OC(=O)N1C[C@@H](C[C@H]1C(=O)OC)OC(=O)N1CC2=CC=CC(=C2C1)C#CCCCOC(=O)N[C@@H](C(C)(C)C)C(=O)O (N-[({5-[2-({[(3R,5S)-1-(tert-butoxycarbonyl)-5-(methoxycarbonyl)pyrrolidin-3-yl]oxy}carbonyl)-2,3-dihydro-1H-isoindol-4-yl]pent-4-yn-1-yl}oxy)carbonyl]-3-methyl-L-valine). Yield: 99.0%. RXN SMILES: C[C@@:2]1([C:27]([O-:29])=[O:28])[CH2:6][C@@H:5]([O:7][C:8]([N:10]2[CH2:18][C:17]3[C:12](=[CH:13][CH:14]=[CH:15][C:16]=3Br)[CH2:11]2)=[O:9])[CH2:4][N:3]1[C:20]([O:22][C:23]([CH3:26])([CH3:25])[CH3:24])=[O:21].[CH3:30][C:31]([CH3:46])([CH3:45])[C@@H:32]([C:42]([OH:44])=[O:43])[NH:33][C:34]([O:36][CH2:37][CH2:38][CH2:39][C:40]#[CH:41])=[O:35].[C:47]([O-])(O)=O.[Na+].CCOC(C)=O>C1COCC1.N1CCCC1.[Cu](I)I.C1C=CC([P]([Pd]([P](C2C=CC=CC=2)(C2C=CC=CC=2)C2C=CC=CC=2)([P](C2C=CC=CC=2)(C2C=CC=CC=2)C2C=CC=CC=2)[P](C2C=CC=CC=2)(C2C=CC=CC=2)C2C=CC=CC=2)(C2C=CC=CC=2)C2C=CC=CC=2)=CC=1>[C:23]([O:22][C:20]([N:3]1[C@H:2]([C:27]([O:29][CH3:47])=[O:28])[CH2:6][C@@H:5]([O:7][C:8]([N:10]2[CH2:18][C:17]3[C:12](=[CH:13][CH:14]=[CH:15][C:16]=3[C:41]#[C:40][CH2:39][CH2:38][CH2:37][O:36][C:34]([NH:33][C@H:32]([C:42]([OH:44])=[O:43])[C:31]([CH3:46])([CH3:45])[CH3:30])=[O:35])[CH2:11]2)=[O:9])[CH2:4]1)=[O:21])([CH3:25])([CH3:24])[CH3:26] |f:2.3,^1:74,76,95,114|. Reported procedure: A solution of 1-tert-butyl 2-methyl-(2S,4R)-4-{[(4-bromo-1,3-dihydro-2H-isoindol-2-yl)carbonyl]oxy}pyrrolidine-1,2-dicarboxylate (100 mg, 0.21 mmol) and 3-methyl-N-[(pent-4-yn-1-yloxy)carbonyl]-L-valine (103 mg, 0.43 mmol) in THF (1 mL) and pyrrolidine (1 mL) was purged with nitrogen. Copper iodide (4 mg, 0.02 mmol) and Pd(PPh3)4 (25 mg, 0.02 mmol) were added and the reaction mixture was heated for 30 min at 70° C. under nitrogen. The resulting mixture was poured into saturated aqueous NaHCO3 an... The reactants are N#CO[K], NCc1nc(-c2csc(N=C(N)N)n2)cs1, O. Product: NC(=O)NCc1nc(-c2csc(N=C(N)N)n2)cs1. Reaction SMILES: [K:17][O:18][C:19]#[N:20].[NH2:1][CH2:2][c:3]1[s:4][cH:5][c:6](-[c:8]2[n:9][c:10]([N:13]=[C:14]([NH2:15])[NH2:16])[s:11][cH:12]2)[n:7]1.[OH2:21]>>[NH:1]([CH2:2][c:3]1[s:4][cH:5][c:6](-[c:8]2[n:9][c:10]([N:13]=[C:14]([NH2:15])[NH2:16])[s:11][cH:12]2)[n:7]1)[C:19](=[O:18])[NH2:20]. The reactants are diazonium, C1(=CC=CC=C1)O (phenol), [OH-].[Na+] (sodium hydroxide), [N+](=O)([O-])C1=C(N)C=CC=C1 (o-Nitroaniline), solution, [OH-].[Na+] (sodium hydroxide), N=1N(N=C2C1C=CC=C2)C2=CC=C(C=C2)O (p-(2H-benzotriazol-2-yl)phenol), BrCCOC1=CC(=C(C(=O)C2=CC=C(C=C2)OCCBr)C=C1)O (4,4'-bis(2-bromoethoxy)-2-hydroxybenzophenone), C([O-])([O-])=O.[K+].[K+] (potassium carbonate), [OH-].[Na+] (sodium hydroxide), Cl (hydrochloric acid), diazo, Cl (hydrochloric acid), N(=O)[O-].[Na+] (sodium nitrite). The reagents and catalysts are [Zn] (Zinc). Solvent: CC(=O)CC (methyl ethylketone), O (water). Reaction conditions: time 1 hour. The product is N=1N(N=C2C1C=CC=C2)C2=CC=C(OCCOC1=CC(=C(C(=O)C3=CC=C(C=C3)OCCOC3=CC=C(C=C3)N3N=C4C(=N3)C=CC=C4)C=C1)O)C=C2 (4,4'-bis[2-[4-(2H-benzotriazol-2 yl)phenoxy]ethoxy]-2-hydroxybenzophenone). As a reaction SMILES: [N+:1]([C:4]1[CH:10]=[CH:9][CH:8]=[CH:7][C:5]=1[NH2:6])([O-])=O.Cl.[N:12]([O-])=O.[Na+].[C:16]1([OH:22])[CH:21]=[CH:20][CH:19]=[CH:18][CH:17]=1.[OH-].[Na+].[N:25]1[N:26]([C:34]2[CH:39]=[CH:38][C:37]([OH:40])=[CH:36][CH:35]=2)[N:27]=[C:28]2[CH:33]=[CH:32][CH:31]=[CH:30][C:29]=12.Br[CH2:42][CH2:43][O:44][C:45]1[CH:62]=[CH:61][C:48]([C:49]([C:51]2[CH:56]=[CH:55][C:54]([O:57][CH2:58][CH2:59]Br)=[CH:53][CH:52]=2)=[O:50])=[C:47]([OH:63])[CH:46]=1.C(=O)([O-])[O-].[K+].[K+]>[Zn].CC(CC)=O.O>[N:1]1[N:12]([C:19]2[CH:20]=[CH:21][C:16]([O:22][CH2:42][CH2:43][O:44][C:45]3[CH:62]=[CH:61][C:48]([C:49]([C:51]4[CH:56]=[CH:55][C:54]([O:57][CH2:58][CH2:59][O:40][C:37]5[CH:38]=[CH:39][C:34]([N:26]6[N:27]=[C:28]7[CH:33]=[CH:32][CH:31]=[CH:30][C:29]7=[N:25]6)=[CH:35][CH:36]=5)=[CH:53][CH:52]=4)=[O:50])=[C:47]([OH:63])[CH:46]=3)=[CH:17][CH:18]=2)[N:6]=[C:5]2[CH:7]=[CH:8][CH:9]=[CH:10][C:4]=12 |f:2.3,5.6,9.10.11|. Procedure details: o-Nitroaniline (138 g.) was diazotized in the usual manner with concentrated hydrochloric acid (400 ml.), water (200 ml.) and sodium nitrite (72 g.). The clear diazonium solution was added slowly to a cold solution of phenol (94 g.) in 900 ml. of 10% sodium hydroxide. The mixture was stirred for one hour and filtered, yielding 136 g. (56%) of the diazo compound (m.p. 154°-158° C.). This product was dissolved in 650 ml. of 2N sodium hydroxide solution. Zinc dust (130 g.) and sodium hydroxide (100... The yield is 80.2%. The solvent is C1=CC=CC=C1 (benzene). Reactants: CC=1N=C(C=2OCC(NC2N1)=O)N1CCOCC1 (2-methyl-4-(4-morpholinyl)-6,7-dihydro-8H-pyrimido[5,4-b][1,4]oxazin-7-one), O1C(CO)C1 (2,3-epoxypropanol). Reagents/catalysts: [Br-].C(CCC)[N+](CCCC)(CCCC)CCCC (tetra(n-butyl)ammonium bromide). Reaction SMILES: [CH3:1][C:2]1[N:3]=[C:4]([N:13]2[CH2:18][CH2:17][O:16][CH2:15][CH2:14]2)[C:5]2[O:6][CH2:7][C:8](=[O:12])[NH:9][C:10]=2[N:11]=1.[O:19]1[CH2:23][CH:20]1[CH2:21][OH:22]>[Br-].C([N+](CCCC)(CCCC)CCCC)CCC.C1C=CC=CC=1>[OH:19][CH:20]([CH2:21][OH:22])[CH2:23][N:9]1[C:8](=[O:12])[CH2:7][O:6][C:5]2[C:4]([N:13]3[CH2:18][CH2:17][O:16][CH2:15][CH2:14]3)=[N:3][C:2]([CH3:1])=[N:11][C:10]1=2 |f:2.3|. Reported procedure: A mixture containing 1 g of 2-methyl-4-(4-morpholinyl)-6,7-dihydro-8H-pyrimido[5,4-b][1,4]oxazin-7-one, 0.59 g of 2,3-epoxypropanol, 0.128 g of tetra(n-butyl)ammonium bromide and 60 ml of abs. benzene is refluxed under stirring for 7 hours. After filtering, the precipitate is washed with benzene and ether and dried to give 1.04 g (77%) of the product, m.p.: 153°-155° C. Conditions: time 7 hour. The product is OC(CN1C2=C(OCC1=O)C(=NC(=N2)C)N2CCOCC2)CO (8-(2,3-Dihydroxypropyl)-2-methyl-4-(4-morpholinyl)-6,7-dihydro-8H-pyrimido[5,4-b][1,4]oxazin-7-one). Starting materials: C1CCOC1, OC1COCCOC1, CCOC(=O)N=NC(=O)OCC, CC(C)(C)OC(=O)NN1C(=O)c2ccccc2C1=O, c1ccc(P(c2ccccc2)c2ccccc2)cc1. The product is CC(C)(C)OC(=O)N(C1COCCOC1)N1C(=O)c2ccccc2C1=O. RXN SMILES: [CH2:59]1[O:60][CH2:61][CH2:62][CH2:63]1.[O:13]1[CH2:14][CH2:15][O:16][CH2:17][CH:18]([OH:20])[CH2:19]1.[O:1]=[C:2]([O:3][CH2:4][CH3:5])[N:6]=[N:7][C:8]([O:9][CH2:10][CH3:11])=[O:12].[O:21]=[C:22]1[N:23]([NH:32][C:33]([O:34][C:35]([CH3:36])([CH3:37])[CH3:38])=[O:39])[C:24](=[O:31])[c:25]2[cH:26][cH:27][cH:28][cH:29][c:30]21.[c:40]1([P:41]([c:42]2[cH:43][cH:44][cH:45][cH:46][cH:47]2)[c:48]2[cH:49][cH:50][cH:51][cH:52][cH:53]2)[cH:54][cH:55][cH:56][cH:57][cH:58]1>>[O:13]1[CH2:14][CH2:15][O:16][CH2:17][CH:18]([N:32]([N:23]2[C:22](=[O:21])[c:30]3[c:25]([cH:26][cH:27][cH:28][cH:29]3)[C:24]2=[O:31])[C:33]([O:34][C:35]([CH3:36])([CH3:37])[CH3:38])=[O:39])[CH2:19]1. The reactants are ClC=1C=C(CN2C[C@H](OCC2)CN)C=CC1Cl (1-[(2R)(3,4-Dichlorobenzyl)morpholin-2-yl]methanamine), CS(=O)(=O)C1=CC=C(C=C1)CC(=O)O (4-(methylsulphonyl)phenylacetic acid). The product is ClC=1C=C(CN2C[C@H](OCC2)CNC(CC2=CC=C(C=C2)S(=O)(=O)C)=O)C=CC1Cl (N-{[(2R)-4-(3,4-Dichlorobenzyl)morpholin-2-yl]methyl}-2-[4-(methylsulfonyl)phenyl]acetamide). The yield is 48.8%. RXN SMILES: [Cl:1][C:2]1[CH:3]=[C:4]([CH:14]=[CH:15][C:16]=1[Cl:17])[CH2:5][N:6]1[CH2:11][CH2:10][O:9][C@H:8]([CH2:12][NH2:13])[CH2:7]1.[CH3:18][S:19]([C:22]1[CH:27]=[CH:26][C:25]([CH2:28][C:29](O)=[O:30])=[CH:24][CH:23]=1)(=[O:21])=[O:20]>>[Cl:1][C:2]1[CH:3]=[C:4]([CH:14]=[CH:15][C:16]=1[Cl:17])[CH2:5][N:6]1[CH2:11][CH2:10][O:9][C@H:8]([CH2:12][NH:13][C:29](=[O:30])[CH2:28][C:25]2[CH:24]=[CH:23][C:22]([S:19]([CH3:18])(=[O:20])=[O:21])=[CH:27][CH:26]=2)[CH2:7]1. Procedure: Example 40 was prepared in an analogous manner to Example 1 using a mixture of Intermediate 10 (0.055 g) and 4-(methylsulphonyl)phenylacetic acid (0.050 g) to give the title compound (0.046 g).